The task is: describe an organic reaction: reactants, conditions, products, and yield. This data is from the Open Reaction Database (ORD), a public repository of structured organic reaction records. Starting materials: CC(C)(C)OC(=O)N(CC1CCNCC1)C1CC1, COC(=O)c1ccc(CCC(=O)O)c(C)c1, CCN(C(C)C)C(C)C, O=C(Cl)C(=O)Cl, ClCCl, CN(C)C=O. Product: COC(=O)c1ccc(CCC(=O)N2CCC(CN(C(=O)OC(C)(C)C)C3CC3)CC2)c(C)c1. As a reaction SMILES: [C:32]([CH3:33])([CH3:34])([CH3:35])[O:36][C:37]([N:38]([CH2:39][CH:40]1[CH2:41][CH2:42][NH:43][CH2:44][CH2:45]1)[CH:46]1[CH2:47][CH2:48]1)=[O:49].[CH3:7][O:8][C:9]([c:10]1[cH:11][c:12]([CH3:21])[c:13]([CH2:16][CH2:17][C:18](=[O:19])[OH:20])[cH:14][cH:15]1)=[O:22].[CH:23]([N:24]([CH2:25][CH3:26])[CH:27]([CH3:28])[CH3:29])([CH3:30])[CH3:31].[Cl:1][C:2]([C:3]([Cl:4])=[O:5])=[O:6].[Cl:50][CH2:51][Cl:52].[O:53]=[CH:54][N:55]([CH3:56])[CH3:57]>>[CH3:7][O:8][C:9]([c:10]1[cH:11][c:12]([CH3:21])[c:13]([CH2:16][CH2:17][C:18](=[O:20])[N:43]2[CH2:42][CH2:41][CH:40]([CH2:39][N:38]([C:37]([O:36][C:32]([CH3:33])([CH3:34])[CH3:35])=[O:49])[CH:46]3[CH2:47][CH2:48]3)[CH2:45][CH2:44]2)[cH:14][cH:15]1)=[O:22]. The reactants are solution, [N-]=C=O.C(C)[NH+](CC)CC (triethylammonium isocyanate), CN1C(CCC1)=O (N-methylpyrrolidone), C(CN)N (ethylenediamine). Conditions: time 24 hour. Product: C(CNC(=O)N)NC(=O)N (ethylenediurea). As a reaction SMILES: [CH2:1]([NH2:4])[CH2:2][NH2:3].[N-:5]=[C:6]=[O:7].C([NH+](CC)CC)C.C[N:16]1CCC[C:17]1=[O:21]>>[CH2:1]([NH:4][C:17]([NH2:16])=[O:21])[CH2:2][NH:3][C:6]([NH2:5])=[O:7] |f:1.2|. Procedure: 1.88 g of ethylenediamine (0.031 mol) were added dropwise at room temperature with stirring to 100 ml of a solution of 10 g of triethylammonium isocyanate (0.069 mol) in 100 ml of N-methylpyrrolidone, prepared according to the procedure described in example 1. After stirring at room temperature for 24 hours, the reaction mixture was heated to reflux for one hour, the solvent was evaporated and the residue was recrystallized from water. 3.4 g, i.e. 75% of theory, of ethylenediurea were obtained i...